This data is from the Open Reaction Database (ORD), a public repository of structured organic reaction records. The task is: describe an organic reaction: reactants, conditions, products, and yield Starting materials: Cc1cccc(Br)c1CCl, ClCCl, CS(=O)(=O)O, CN(C)C=O, CCN(C(C)C)C(C)C, Cc1nc2c(N)cc(C(N)=O)cn2c1C, O. Product: Cc1cccc(Br)c1CNc1cc(C(N)=O)cn2c(C)c(C)nc12. RXN SMILES: [Br:21][c:22]1[c:23]([CH2:24][Cl:25])[c:26]([CH3:30])[cH:27][cH:28][cH:29]1.[CH2:46]([Cl:47])[Cl:48].[CH3:1][S:2]([OH:3])(=[O:4])=[O:5].[CH3:40][N:41]([CH3:42])[CH:43]=[O:44].[CH:31]([N:32]([CH:33]([CH3:34])[CH3:35])[CH2:36][CH3:37])([CH3:38])[CH3:39].[NH2:6][c:7]1[c:8]2[n:9]([cH:10][c:11]([C:13](=[O:14])[NH2:15])[cH:12]1)[c:16]([CH3:20])[c:17]([CH3:19])[n:18]2.[OH2:45]>>[NH:6]([c:7]1[c:8]2[n:9]([cH:10][c:11]([C:13](=[O:14])[NH2:15])[cH:12]1)[c:16]([CH3:20])[c:17]([CH3:19])[n:18]2)[CH2:24][c:23]1[c:22]([Br:21])[cH:29][cH:28][cH:27][c:26]1[CH3:30]. Starting materials: CC#N, CCOC(=O)c1c(O)cn2ccccc12, O=P(Cl)(Cl)Cl. Product: CCOC(=O)c1c(Cl)cn2ccccc12. As a reaction SMILES: [CH3:21][C:22]#[N:23].[OH:1][c:2]1[c:3]([C:11](=[O:12])[O:13][CH2:14][CH3:15])[c:4]2[n:5]([cH:6][cH:7][cH:8][cH:9]2)[cH:10]1.[P:16]([Cl:17])([Cl:18])([Cl:19])=[O:20]>>[c:2]1([Cl:18])[c:3]([C:11](=[O:12])[O:13][CH2:14][CH3:15])[c:4]2[n:5]([cH:6][cH:7][cH:8][cH:9]2)[cH:10]1.